Dataset: the Open Reaction Database (ORD), a public repository of structured organic reaction records. Task: describe an organic reaction: reactants, conditions, products, and yield The reactants are O=C1CCC1, [BH3-]C#N, CC(=O)O, CO, COc1ccc(F)c2c1CC(NC(C)C)CO2, [Na+]. Yields the product COc1ccc(F)c2c1CC(N(C(C)C)C1CCC1)CO2. Reaction SMILES: [C:18]1(=[O:22])[CH2:19][CH2:20][CH2:21]1.[C:23]([BH3-:24])#[N:25].[CH3:27][C:28](=[O:29])[OH:30].[CH3:31][OH:32].[F:1][c:2]1[cH:3][cH:4][c:5]([O:16][CH3:17])[c:6]2[c:11]1[O:10][CH2:9][CH:8]([NH:12][CH:13]([CH3:14])[CH3:15])[CH2:7]2.[Na+:26]>>[F:1][c:2]1[cH:3][cH:4][c:5]([O:16][CH3:17])[c:6]2[c:11]1[O:10][CH2:9][CH:8]([N:12]([CH:13]([CH3:14])[CH3:15])[CH:18]1[CH2:19][CH2:20][CH2:21]1)[CH2:7]2. Reactants: COc1cc2c(cn1)Oc1ccc(Br)cc1C21COCC(N)=N1, OB(O)c1cccnc1F, [K+], [K+], [K+], O=P([O-])([O-])[O-]. Product: COc1cc2c(cn1)Oc1ccc(-c3cccnc3F)cc1C21COCC(N)=N1. RXN SMILES: [Br:1][c:2]1[cH:3][c:4]2[c:15]([cH:16][cH:17]1)[O:14][c:7]1[c:6]([cH:11][c:10]([O:12][CH3:13])[n:9][cH:8]1)[C:5]21[CH2:18][O:19][CH2:20][C:21]([NH2:23])=[N:22]1.[F:24][c:25]1[n:26][cH:27][cH:28][cH:29][c:30]1[B:31]([OH:32])[OH:33].[K+:39].[K+:40].[K+:41].[P:34]([O-:35])([O-:36])([O-:37])=[O:38]>>[c:2]1(-[c:30]2[c:25]([F:24])[n:26][cH:27][cH:28][cH:29]2)[cH:3][c:4]2[c:15]([cH:16][cH:17]1)[O:14][c:7]1[c:6]([cH:11][c:10]([O:12][CH3:13])[n:9][cH:8]1)[C:5]21[CH2:18][O:19][CH2:20][C:21]([NH2:23])=[N:22]1. Starting materials: Cc1cc(CO)ccc1NC(=O)OC(C)(C)C, ClCCl. Yields the product Cc1cc(C=O)ccc1NC(=O)OC(C)(C)C. Reaction SMILES: [CH3:1][C:2]([CH3:3])([O:4][C:5](=[O:6])[NH:7][c:8]1[c:9]([CH3:16])[cH:10][c:11]([CH2:12][OH:13])[cH:14][cH:15]1)[CH3:17].[Cl:18][CH2:19][Cl:20]>>[CH3:1][C:2]([CH3:3])([O:4][C:5](=[O:6])[NH:7][c:8]1[c:9]([CH3:16])[cH:10][c:11]([CH:12]=[O:13])[cH:14][cH:15]1)[CH3:17]. Starting materials: Cc1cc(-c2nc3sc4ccccc4n3c2CC(=O)N(C)C)c(C)s1, COCCO, [Na+], [OH-]. Yields the product Cc1cc(-c2nc3sc4ccccc4n3c2CC(=O)O)c(C)s1. Reaction SMILES: [CH3:1][N:2]([C:3]([CH2:4][c:5]1[c:6](-[c:17]2[c:18]([CH3:23])[s:19][c:20]([CH3:22])[cH:21]2)[n:7][c:8]2[s:9][c:10]3[c:11]([n:12]12)[cH:13][cH:14][cH:15][cH:16]3)=[O:24])[CH3:25].[CH3:28][O:29][CH2:30][CH2:31][OH:32].[Na+:27].[OH-:26]>>[C:3]([CH2:4][c:5]1[c:6](-[c:17]2[c:18]([CH3:23])[s:19][c:20]([CH3:22])[cH:21]2)[n:7][c:8]2[s:9][c:10]3[c:11]([n:12]12)[cH:13][cH:14][cH:15][cH:16]3)([OH:24])=[O:26]. The reactants are CCO, CCOC(=O)CCN(C)C(=O)c1ccc(NC(c2oc3ccc(F)cc3c2C)C2CCCCC2)nc1, [Na+], C1CCOC1, [OH-]. Yields the product Cc1c(C(Nc2ccc(C(=O)N(C)CCC(=O)O)cn2)C2CCCCC2)oc2ccc(F)cc12. RXN SMILES: [CH3:44][CH2:45][OH:46].[CH:1]1([CH:7]([c:8]2[o:9][c:10]3[c:11]([c:12]2[CH3:13])[cH:14][c:15]([F:18])[cH:16][cH:17]3)[NH:19][c:20]2[cH:21][cH:22][c:23]([C:26](=[O:27])[N:28]([CH2:29][CH2:30][C:31](=[O:32])[O:33][CH2:34][CH3:35])[CH3:36])[cH:24][n:25]2)[CH2:2][CH2:3][CH2:4][CH2:5][CH2:6]1.[Na+:43].[O:37]1[CH2:38][CH2:39][CH2:40][CH2:41]1.[OH-:42]>>[CH:1]1([CH:7]([c:8]2[o:9][c:10]3[c:11]([c:12]2[CH3:13])[cH:14][c:15]([F:18])[cH:16][cH:17]3)[NH:19][c:20]2[cH:21][cH:22][c:23]([C:26](=[O:27])[N:28]([CH2:29][CH2:30][C:31](=[O:32])[OH:33])[CH3:36])[cH:24][n:25]2)[CH2:2][CH2:3][CH2:4][CH2:5][CH2:6]1. Reactants: poly(1,4-butanediol adipate), CN(CCO)CCO (methyl diethanolamine), NC(=O)OCC.C(CCCCCCCCCCC)(=O)[O-].C(CCCCCCCCCCC)(=O)[O-].C(CCC)[Sn+2]CCCC (dibutyltin dilaurate urethane). The solvent is CN1C(CCC1)=O (N-methyl pyrrolidone). The product is NC(=O)OCC.NC(=O)N (urethane urea), C1CC(CCC1CC2CCC(CC2)N=C=O)N=C=O (HYLENE W). Reaction SMILES: C[N:2]([CH2:6][CH2:7]O)[CH2:3]CO.[NH2:9][C:10]([O:12][CH2:13][CH3:14])=[O:11].C([O-])(=O)CCCC[CH2:20][CH2:21][CH2:22][CH2:23][CH2:24][CH2:25][CH3:26].C([O-])(=[O:41])CCCCCCCCCCC.C([Sn+2][CH2:48][CH2:49][CH2:50][CH3:51])CCC>CN1CCCC1=O>[NH2:9][C:10]([O:12][CH2:13][CH3:14])=[O:11].[NH2:2][C:10]([NH2:9])=[O:12].[CH2:22]1[CH:21]([CH2:20][CH:49]2[CH2:48][CH2:7][CH:6]([N:2]=[C:3]=[O:41])[CH2:51][CH2:50]2)[CH2:26][CH2:25][CH:24]([N:9]=[C:10]=[O:12])[CH2:23]1 |f:1.2.3.4,6.7|. Procedure: A cationic poly(urethane-urea) lacquer was prepared as follows: 400 parts by weight of a 1000 molecular weight poly(1,4-butanediol adipate) was charged to a suitable reaction vessel along with 85.7 parts by weight of methyl diethanolamine, 0.44 parts by weight of dibutyltin dilaurate urethane-forming catalyst, 3.88 parts by weight of N-methyl pyrrolidone solvent and 419 parts by weight of HYLENE W. The reaction mixture was heated to 95° C. under a nitrogen atmosphere for a 41/2 hour period. The ... Starting materials: ClC1=CC=C(C=2N1C=CN2)I (5-Chloro-8-iodo-imidazo[1,2-a]pyridine), C(=O)([O-])[O-].[Cs+].[Cs+] (Cs2CO3), C(C)(C)N1CCN(CC1)C1=CC=C(C=C1)N (4-(4-isopropyl-piperazin-1-yl)-phenylamine), C=1C=CC(=CC1)P(C=2C=CC=CC2)C3=CC=C4C=CC=CC4=C3C5=C6C=CC=CC6=CC=C5P(C=7C=CC=CC7)C=8C=CC=CC8 (rac-BINAP). The reagents and catalysts are C(C)(=O)[O-].[Pd+2].C(C)(=O)[O-] (Palladium acetate). Run in C1(=CC=CC=C1)C (toluene). Product: ClC1=CC=C(C=2N1C=CN2)NC2=CC=C(C=C2)N2CCN(CC2)C(C)C ((5-Chloro-imidazo[1,2-a]pyridin-8-yl)-[4-(4-isopropyl-piperazin-1-yl)-phenyl]-amine). RXN SMILES: C1C=CC(P(C2C(C3C(P(C4C=CC=CC=4)C4C=CC=CC=4)=CC=C4C=3C=CC=C4)=C3C(C=CC=C3)=CC=2)C2C=CC=CC=2)=CC=1.[Cl:47][C:48]1[N:53]2[CH:54]=[CH:55][N:56]=[C:52]2[C:51](I)=[CH:50][CH:49]=1.C([O-])([O-])=O.[Cs+].[Cs+].[CH:64]([N:67]1[CH2:72][CH2:71][N:70]([C:73]2[CH:78]=[CH:77][C:76]([NH2:79])=[CH:75][CH:74]=2)[CH2:69][CH2:68]1)([CH3:66])[CH3:65]>C1(C)C=CC=CC=1.C([O-])(=O)C.[Pd+2].C([O-])(=O)C>[Cl:47][C:48]1[N:53]2[CH:54]=[CH:55][N:56]=[C:52]2[C:51]([NH:79][C:76]2[CH:75]=[CH:74][C:73]([N:70]3[CH2:69][CH2:68][N:67]([CH:64]([CH3:66])[CH3:65])[CH2:72][CH2:71]3)=[CH:78][CH:77]=2)=[CH:50][CH:49]=1 |f:2.3.4,7.8.9|. Procedure details: Palladium acetate (4.67 mg, 0.021 mmol) and rac-BINAP (12.95 mg, 0.021 mmol) are sonicated in toluene (4.5 mL) under nitrogen, at room temperature for 5 minutes in a microwave tube. 5-Chloro-8-iodo-imidazo[1,2-a]pyridine (116 mg, 0.417 mmol), Cs2CO3 (679.7 mg, 2.09 mmol) and 4-(4-isopropyl-piperazin-1-yl)-phenylamine (109.59 mg, 0.502 mmol) are then added at room temperature. The reaction mixture is then allowed to proceed at reflux for 16 hours at which point no starting material is visible by ...